Dataset: the Open Reaction Database (ORD), a public repository of structured organic reaction records. Task: describe an organic reaction: reactants, conditions, products, and yield The reactants are OC1=CC=C(C=C1)N1CCC2(CN(C(CO2)=O)C(C)C)CC1 (9-(4-hydroxyphenyl)-4-isopropyl-1-oxa-4,9-diazaspiro[5,5]undecan-3-one), Br.BrCCCN1[C@@H](CCC1)C ((2R)-1-(3-bromopropyl)-2-methylpyrrolidine hydrobromide). The product is C(C)(C)N1C(COC2(C1)CCN(CC2)C2=CC=C(C=C2)OCCCN2[C@@H](CCC2)C)=O (4-isopropyl-9-(4-{3-[(2R)-2-methylpyrrolidin-1-yl]propoxy}phenyl)-1-oxa-4,9-diazaspiro[5,5]undecan-3-one). Reaction SMILES: [OH:1][C:2]1[CH:7]=[CH:6][C:5]([N:8]2[CH2:22][CH2:21][C:11]3([O:16][CH2:15][C:14](=[O:17])[N:13]([CH:18]([CH3:20])[CH3:19])[CH2:12]3)[CH2:10][CH2:9]2)=[CH:4][CH:3]=1.Br.Br[CH2:25][CH2:26][CH2:27][N:28]1[CH2:32][CH2:31][CH2:30][C@H:29]1[CH3:33]>>[CH:18]([N:13]1[CH2:12][C:11]2([CH2:21][CH2:22][N:8]([C:5]3[CH:6]=[CH:7][C:2]([O:1][CH2:25][CH2:26][CH2:27][N:28]4[CH2:32][CH2:31][CH2:30][C@H:29]4[CH3:33])=[CH:3][CH:4]=3)[CH2:9][CH2:10]2)[O:16][CH2:15][C:14]1=[O:17])([CH3:20])[CH3:19] |f:1.2|. Procedure: The entitled compound was obtained as a white solid according to the same method as in Example 4-(c) or according to a method similar to it but using 9-(4-hydroxyphenyl)-4-isopropyl-1-oxa-4,9-diazaspiro[5,5]undecan-3-one obtained in Example 4-10-(b) and (2R)-1-(3-bromopropyl)-2-methylpyrrolidine hydrobromide produced in Reference Example 4-2.